From a dataset of the Open Reaction Database (ORD), a public repository of structured organic reaction records. describe an organic reaction: reactants, conditions, products, and yield The reactants are Br, O=C(NC1CCN(CCc2ccccc2)CC1C(=O)N1CCSC1)OCc1ccccc1, CC(=O)O. Product: NC1CCN(CCc2ccccc2)CC1C(=O)N1CCSC1. Reaction SMILES: [BrH:33].[CH2:1]([O:2][C:3](=[O:4])[NH:10][CH:11]1[CH:12]([C:25](=[O:26])[N:27]2[CH2:28][S:29][CH2:30][CH2:31]2)[CH2:13][N:14]([CH2:17][CH2:18][c:19]2[cH:20][cH:21][cH:22][cH:23][cH:24]2)[CH2:15][CH2:16]1)[c:5]1[cH:6][cH:7][cH:8][cH:9][cH:32]1.[CH3:34][C:35](=[O:36])[OH:37]>>[NH2:10][CH:11]1[CH:12]([C:25](=[O:26])[N:27]2[CH2:28][S:29][CH2:30][CH2:31]2)[CH2:13][N:14]([CH2:17][CH2:18][c:19]2[cH:20][cH:21][cH:22][cH:23][cH:24]2)[CH2:15][CH2:16]1. Starting materials: CS(=O)(=O)Cl (methanesulfonyl chloride), C1=C(C=CC2=CC=CC=C12)C#CCO (3-(2-naphthyl)-2-propyn-1-ol), N1C=NC=C1 (Imidazole), [Na+].[I-] (NaI). Run in C(C)N(CC)CC (triethylamine), C1CCOC1 (THF), O (water). Run at time 1 hour. The product is C1=C(C=CC2=CC=CC=C12)C#CCN1C=NC=C1 (1-[3-(2-naphthyl)-2-propynyl]-1H-imidazole). The yield is 30.9%. Reaction SMILES: [CH:1]1[C:10]2[C:5](=[CH:6][CH:7]=[CH:8][CH:9]=2)[CH:4]=[CH:3][C:2]=1[C:11]#[C:12][CH2:13]O.CS(Cl)(=O)=O.[NH:20]1[CH:24]=[CH:23][N:22]=[CH:21]1.[Na+].[I-]>C1COCC1.O.C(N(CC)CC)C>[CH:1]1[C:10]2[C:5](=[CH:6][CH:7]=[CH:8][CH:9]=2)[CH:4]=[CH:3][C:2]=1[C:11]#[C:12][CH2:13][N:20]1[CH:24]=[CH:23][N:22]=[CH:21]1 |f:3.4|. Reported procedure: To a cooled (0° C.) solution of 3-(2-naphthyl)-2-propyn-1-ol (2.67 g) in THF (100 ml) were added triethylamine (4.1 ml) and methanesulfonyl chloride (1.7 ml) successively. The mixture was stirred at room temperature for 1 hours. Imidazole (3.02 g) and NaI (0.5 g) were added to the mixture and resulting mixture was stirred at 60° C. for 3 hours. To the mixture was added water, and the mixture was concentrated. The residue was extracted with ethyl acetate. The extract was washed with water and bri... Product: NC1=CC(=O)CC(c2ccco2)C1. Reaction SMILES: [CH3:15][C:16](=[O:17])[O-:18].[CH3:19][CH2:20][OH:21].[NH4+:14].[o:1]1[c:2]([CH:6]2[CH2:7][C:8](=[O:13])[CH2:9][C:10](=[O:12])[CH2:11]2)[cH:3][cH:4][cH:5]1>>[o:1]1[c:2]([CH:6]2[CH2:7][C:8](=[O:13])[CH:9]=[C:10]([NH2:14])[CH2:11]2)[cH:3][cH:4][cH:5]1. Reactants: CC(=O)[O-], CCO, [NH4+], O=C1CC(=O)CC(c2ccco2)C1. Reactants: O1CCOC12CCC(CC2)OS(=O)(=O)C2=CC=C(C=C2)C (Toluene-4-sulfonic acid 1,4-dioxa-spiro[4.5]dec-8-yl ester), IC=1C=NNC1 (4-Iodo-1H-pyrazole), C([O-])([O-])=O.[Cs+].[Cs+] (cesium carbonate). Solvent: CC(=O)N(C)C (DMA), CCOC(=O)C (EtOAc). The product is O1CCOC12CCC(CC2)N2N=CC(=C2)I (1-(1,4-Dioxa-spiro[4.5]dec-8-yl)-4-iodo-1H-pyrazole). Yield: 136.1%. RXN SMILES: [O:1]1[C:5]2([CH2:10][CH2:9][CH:8](OS(C3C=CC(C)=CC=3)(=O)=O)[CH2:7][CH2:6]2)[O:4][CH2:3][CH2:2]1.[I:22][C:23]1[CH:24]=[N:25][NH:26][CH:27]=1.C(=O)([O-])[O-].[Cs+].[Cs+]>CC(N(C)C)=O.CCOC(C)=O>[O:4]1[C:5]2([CH2:6][CH2:7][CH:8]([N:25]3[CH:24]=[C:23]([I:22])[CH:27]=[N:26]3)[CH2:9][CH2:10]2)[O:1][CH2:2][CH2:3]1 |f:2.3.4|. Reported procedure: A mixture of Toluene-4-sulfonic acid 1,4-dioxa-spiro[4.5]dec-8-yl ester (4.47 g; 13.9 mmol; 1.0 eq.), 4-Iodo-1H-pyrazole (2.69 g; 13.9 mmol; 1.0 eq.) and cesium carbonate (6.78 g; 20.8 mmol; 1.5 eq.) was heated in DMA (50.0 mL) at 100° C. for 3 h. It was then allowed to cool to RT, diluted with EtOAc and washed with water and brine. Aqueous phases were back-extracted with EtOAc. Combined organic phases were finally dried over sodium sulfate, filtered and concentrated to give 6.32 g of a yellow o...